Dataset: the Open Reaction Database (ORD), a public repository of structured organic reaction records. Task: describe an organic reaction: reactants, conditions, products, and yield Starting materials: C1CCOC1, Nc1cccc(-c2nn3cccc(F)c3c2-c2ccnc(Cl)n2)c1, O=C(Cl)c1c(F)cccc1F, [Na+], O=C([O-])O. Product: O=C(Nc1cccc(-c2nn3cccc(F)c3c2-c2ccnc(Cl)n2)c1)c1c(F)cccc1F. As a reaction SMILES: [CH2:41]1[O:42][CH2:43][CH2:44][CH2:45]1.[Cl:1][c:2]1[n:3][cH:4][cH:5][c:6](-[c:8]2[c:9](-[c:18]3[cH:19][c:20]([NH2:21])[cH:22][cH:23][cH:24]3)[n:10][n:11]3[c:12]2[c:13]([F:17])[cH:14][cH:15][cH:16]3)[n:7]1.[F:25][c:26]1[c:27]([C:28](=[O:29])[Cl:30])[c:31]([F:35])[cH:32][cH:33][cH:34]1.[Na+:40].[O-:36][C:37]([OH:38])=[O:39]>>[Cl:1][c:2]1[n:3][cH:4][cH:5][c:6](-[c:8]2[c:9](-[c:18]3[cH:19][c:20]([NH:21][C:28]([c:27]4[c:26]([F:25])[cH:34][cH:33][cH:32][c:31]4[F:35])=[O:29])[cH:22][cH:23][cH:24]3)[n:10][n:11]3[c:12]2[c:13]([F:17])[cH:14][cH:15][cH:16]3)[n:7]1. Yields the product BrCCC=1C(=C(C=C2C=C(CC12)C)C)C (7-(2-bromoethyl)-2,5,6-trimethyl-1H-indene). Procedure details: To a hot (110° C.) solution of 6.28 g (21.13 mmol) of 4-(2-bromoethyl)-1-methoxy-2,5,6-trimethylindane in 75 ml of toluene 0.4 g of TsOH*H2O was added. This mixture was refluxed with Dean-Stark trap for 10 min and then passed through the layer of Silica Gel 60 (40-63 um, d 80 mm, l 50 mm). The Silica Gel layer was additionally washed by 300 ml of toluene. The combined organic extract was evaporated to dryness. The product was isolated by flash chromatography using a short column with Silica Gel ... As a reaction SMILES: [Br:1][CH2:2][CH2:3][C:4]1[C:12]([CH3:13])=[C:11]([CH3:14])[CH:10]=[C:9]2[C:5]=1[CH2:6][CH:7]([CH3:17])[CH:8]2OC.CC1C=CC(S(O)(=O)=O)=CC=1.BrCCC1C(C)=C(C)C=C2C=1C=C(C)C2>C1(C)C=CC=CC=1>[Br:1][CH2:2][CH2:3][C:4]1[C:12]([CH3:13])=[C:11]([CH3:14])[CH:10]=[C:9]2[C:5]=1[CH2:6][C:7]([CH3:17])=[CH:8]2. Starting materials: BrCCC1=C2CC(C(C2=CC(=C1C)C)OC)C (4-(2-bromoethyl)-1-methoxy-2,5,6-trimethylindane), CC=1C=CC(=CC1)S(=O)(=O)O (TsOH), BrCCC1=C2C=C(CC2=CC(=C1C)C)C (4-(2-bromoethyl)-2,5,6-trimethyl-1H-indene). Solvent: C1(=CC=CC=C1)C (toluene). Starting materials: C(C)(C)(C)C=1C=C2NC(C(NC2=CC1SC#N)=O)=O (6-tert-butyl-7-thiocyanato-1,4-dihydro-quinoxaline-2,3-dione), CO (MeOH), S.[Na] (sodium hydrogen sulfide), [BH4-].[Na+] (sodium borohydride). The solvent is CC(=O)O (AcOH), O (H2O). Product: C(C)(C)(C)C=1C=C2NC(C(NC2=CC1S)=O)=O (6-tert-Butyl-7-mercapto-1,4-dihydro-quinoxaline-2,3-dione). Reaction SMILES: [C:1]([C:5]1[CH:6]=[C:7]2[C:12](=[CH:13][C:14]=1[S:15]C#N)[NH:11][C:10](=[O:18])[C:9](=[O:19])[NH:8]2)([CH3:4])([CH3:3])[CH3:2].S.[Na].[BH4-].[Na+].CO>CC(O)=O.O>[C:1]([C:5]1[CH:6]=[C:7]2[C:12](=[CH:13][C:14]=1[SH:15])[NH:11][C:10](=[O:18])[C:9](=[O:19])[NH:8]2)([CH3:4])([CH3:2])[CH3:3] |f:1.2,3.4,^1:20|. Procedure: The title compound was prepared according to General Method 14b using 6-tert-butyl-7-thiocyanato-1,4-dihydro-quinoxaline-2,3-dione (prepared in Example CCC; 1.5 g, 9.1 mmol), sodium hydrogen sulfide (0.51 g, 27 mmol), sodium borohydride (2.1 g, 55 mmol). MeOH (30 mL), H2O (3 mL), and glacial AcOH (5 mL). The crude product was used without purification. MS(APCI): 251 (M+H). RXN SMILES: N1C2C(=CC=CC=2S(NC2C=CC([C:19]([OH:21])=[O:20])=CC=2)(=O)=O)C=CC=1.CCN=C=N[CH2:29][CH2:30][CH2:31]N(C)C.[CH:35]1[CH:36]=[CH:37][C:38]2[N:43](O)N=[N:41][C:39]=2[CH:40]=1.[CH3:45]CN(C(C)C)C(C)C>CN(C=O)C.O>[CH:36]12[N:41]([C:19]([O:21][C:30]([CH3:31])([CH3:45])[CH3:29])=[O:20])[CH:39]([CH2:40][CH2:35]1)[CH2:38][NH:43][CH2:37]2. Product: C12CNCC(CC1)N2C(=O)OC(C)(C)C (tert-butyl 3,8-diazabicyclo[3.2.1]octane-8-carboxylate). Run in CN(C)C=O (DMF), O (water). Procedure: To a stirred solution of acid VIII (0.00021 mol, 1 eq) in DMF (5 mL), EDCI (0.048 g, 0.00024 mol, 1.1 eq), HOBt (0.038 g, 0.00024 mol, 1.1 eq) and DIPEA (0.15 mL, 0.00078 mol, 2.5 eq) were added at 0° C. and stirred for 15 minutes. A solution of amine LXXI (0.00021 mol, 1 eq) was then added at 0° C. and then the resulting mixture was allowed to stir at room temperature for overnight. After completion of the reaction, water (20 mL) was added and extracted with ethyl acetate (2×30 mL). The combine... Conditions: time 15 minute. Starting materials: amine, N1=CC=CC2=CC=CC(=C12)S(=O)(=O)NC1=CC=C(C(=O)O)C=C1 (4-(quinoline-8-sulfonamido)benzoic acid), CCN=C=NCCCN(C)C (EDCI), C=1C=CC2=C(C1)N=NN2O (HOBt), CCN(C(C)C)C(C)C (DIPEA).